Dataset: the Open Reaction Database (ORD), a public repository of structured organic reaction records. Task: describe an organic reaction: reactants, conditions, products, and yield The reactants are O (water), C(C)SC1=CC=C(N=N1)C(=O)O (6-ethylsulfanyl-pyridazine-3-carboxylic acid), C1=CN(C=N1)C(=O)N2C=CN=C2 (CDI), Cl.NCC=1C=C2C(N(C(C2=CC1)=O)C1(C(NC(CC1)=O)=O)C)=O (5-Aminomethyl-2-(3-methyl-2,6-dioxo-piperidin-3-yl)-isoindole-1,3-dione hydrochloride). The solvent is CN(C=O)C (N,N-dimethylformamide). Conditions: temperature 40 celsius, time 1 hour. Yields the product CC1(C(NC(CC1)=O)=O)N1C(C2=CC=C(C=C2C1=O)CNC(=O)C=1N=NC(=CC1)SCC)=O (6-ethylsulfanyl-pyridazine-3-carboxylic acid [2-(3-methyl-2,6-dioxo-piperidin-3-yl)-1,3-dioxo-2,3-dihydro-1H-isoindol-5-ylmethyl]amide). Yield: 81.3%. Reaction SMILES: [CH2:1]([S:3][C:4]1[N:9]=[N:8][C:7]([C:10]([OH:12])=O)=[CH:6][CH:5]=1)[CH3:2].C1N=CN(C(N2C=NC=C2)=O)C=1.Cl.[NH2:26][CH2:27][C:28]1[CH:29]=[C:30]2[C:34](=[CH:35][CH:36]=1)[C:33](=[O:37])[N:32]([C:38]1([CH3:46])[CH2:43][CH2:42][C:41](=[O:44])[NH:40][C:39]1=[O:45])[C:31]2=[O:47].O>CN(C)C=O>[CH3:46][C:38]1([N:32]2[C:31](=[O:47])[C:30]3[C:34](=[CH:35][CH:36]=[C:28]([CH2:27][NH:26][C:10]([C:7]4[N:8]=[N:9][C:4]([S:3][CH2:1][CH3:2])=[CH:5][CH:6]=4)=[O:12])[CH:29]=3)[C:33]2=[O:37])[CH2:43][CH2:42][C:41](=[O:44])[NH:40][C:39]1=[O:45] |f:2.3|. Procedure details: A stirred mixture of 6-ethylsulfanyl-pyridazine-3-carboxylic acid (0.37 g, 2.00 mmol) and CDI (0.36 g, 2.20 mmol) in N,N-dimethylformamide (20 mL) was heated to 40° C. under nitrogen. After 1 h, 5-Aminomethyl-2-(3-methyl-2,6-dioxo-piperidin-3-yl)-isoindole-1,3-dione hydrochloride (0.68 g, 2.00 mmol) was added and the mixture was heated at 40° C. for 1.5 h. The mixture was cooled to rt and water (40 mL) was added. After 3 h, the product was isolated by filtration, washed with water (10 mL) and dr...